Task: describe an organic reaction: reactants, conditions, products, and yield. Dataset: the Open Reaction Database (ORD), a public repository of structured organic reaction records Solvent: C1CCOC1 (THF), C1CCOC1 (THF), C1CCOC1 (THF). The reactants are N[C@@H](CO)C1=CC=C(C=C1)F ((R)-2-amino-2-(4-fluoro-phenyl)-ethanol), ClCC(=O)OCC (ethyl chloroacetate), [H-].[Na+] (NaH). Yields the product FC1=CC=C(C=C1)[C@@H]1COCC(N1)=O ((R)-5-(4-fluoro-phenyl)-morpholin-3-one). Reaction SMILES: [H-].[Na+].[NH2:3][C@H:4]([C:7]1[CH:12]=[CH:11][C:10]([F:13])=[CH:9][CH:8]=1)[CH2:5][OH:6].Cl[CH2:15][C:16](OCC)=[O:17]>C1COCC1>[F:13][C:10]1[CH:11]=[CH:12][C:7]([C@H:4]2[NH:3][C:16](=[O:17])[CH2:15][O:6][CH2:5]2)=[CH:8][CH:9]=1 |f:0.1|. Run at time 30 minute. Procedure: To a stirring mixture of NaH (1.1 g, 45.7 mmol) in THF (30 mL) at room temperature under N2 atmosphere was added dropwise a solution of (R)-2-amino-2-(4-fluoro-phenyl)-ethanol (5.0 g, 32.2 mmol) in THF (50 mL). The reaction mixture was stirred at room temperature for 30 minutes, then cooled to 0° C. A solution of ethyl chloroacetate (4.0 g, 33 mmol) in THF (30 mL) was added dropwise, and the reaction mixture was stirred for 30 minutes at 0° C., then stirred at room temperature for two hours. The... The yield is 45.7%.